From a dataset of the Open Reaction Database (ORD), a public repository of structured organic reaction records. describe an organic reaction: reactants, conditions, products, and yield The reactants are C(=C)N1C(CCC1)=O (Vinyl pyrrolidone), C(=C)C1C(=O)NCCCC1 (vinyl caprolactam), CN(C)CCCC=C(C(=O)N)C (dimethylaminopropyl methacrylamide), C(C)(C)(CC(C)(C)C)C(C(=O)N)=C (tert-octyl acrylamide), OS(=O)(=O)O (H2SO4), solution. The solvent is C(C)O (ethanol), C(C)O (ethanol). Run at temperature 68 celsius. The product is CC(=C)C(=O)NCCCN(C)C.C(C)(C)(CC(C)(C)C)C(C(=O)N)=C (DMAPMA t-Octyl Acrylamide). As a reaction SMILES: [CH:1]([N:3]1CCC[C:4]1=O)=C.[CH:9]([CH:11]1[CH2:18][CH2:17][CH2:16][CH2:15][NH:14][C:12]1=[O:13])=C.CN(CCCC=C(C)C(N)=O)C.[C:31]([C:39](=[CH2:43])[C:40]([NH2:42])=[O:41])([CH2:34][C:35]([CH3:38])([CH3:37])[CH3:36])([CH3:33])[CH3:32].OS(O)(=O)=O>C(O)C>[CH3:9][C:11]([C:12]([NH:14][CH2:15][CH2:16][CH2:17][N:3]([CH3:4])[CH3:1])=[O:13])=[CH2:18].[C:31]([C:39](=[CH2:43])[C:40]([NH2:42])=[O:41])([CH2:34][C:35]([CH3:37])([CH3:38])[CH3:36])([CH3:32])[CH3:33] |f:6.7|. Reported procedure: Vinyl pyrrolidone (VP) (55.6 g), vinyl caprolactam (VCL) (577.5 g), dimethylaminopropyl methacrylamide (DMAPMA) (42.6 g), tert-octyl acrylamide (18.3 g) and ethanol (848.2 g) were charged into a 2-liter water-jacketed resin flask. The reaction flask was equipped with a condenser, a thermometer, a septum (for catalyst addition), an anchor-type metal stirrer, and a nitrogen sparge tube. Nitrogen was bubbled the solution while the resin flask was heated to 68° C. using hot water circulating through... The reactants are C(C)OC1=C2C(=CN(C2=CC=C1F)C)CC(=O)OC (methyl 2-(4-ethoxy-5-fluoro-1-methyl-1H-indol-3-yl)acetate), [OH-].[Na+] (NaOH), Cl (hydrochloric acid). Solvent: CO (MeOH). Yields the product C(C)OC1=C2C(=CN(C2=CC=C1F)C)CC(=O)O (2-(4-ethoxy-5-fluoro-1-methyl-1H-indol-3-yl)acetic acid). Isolated yield 93.6%. As a reaction SMILES: [CH2:1]([O:3][C:4]1[C:12]([F:13])=[CH:11][CH:10]=[C:9]2[C:5]=1[C:6]([CH2:15][C:16]([O:18]C)=[O:17])=[CH:7][N:8]2[CH3:14])[CH3:2].[OH-].[Na+].Cl>CO>[CH2:1]([O:3][C:4]1[C:12]([F:13])=[CH:11][CH:10]=[C:9]2[C:5]=1[C:6]([CH2:15][C:16]([OH:18])=[O:17])=[CH:7][N:8]2[CH3:14])[CH3:2] |f:1.2|. Procedure: To a solution of 30-12 (45 mg, 0.17 mmol) in MeOH (10 mL) was added 2N NaOH (8 mL). The mixture was refluxed for one hour. After cooled to room temperature, the mixture was neutralized with hydrochloric acid to pH=7, extracted with ethyl acetate (3×100 mL). The combined organic layer was washed with brine (30 mL), dried over MgSO4 and concentrated to afford 30-13 (40 mg, 94%) as a yellow solid. LRMS: calc 251.1 and found: 252.0 [M+1]. Reactants: S(O)(O)(=O)=O (sulfuric acid), OC1=C(C(=O)O)C=CC=C1C (2-Hydroxy-3-methylbenzoic acid), C(=O)(O)[O-].[Na+] (NaHCO3). The solvent is CO (methanol), CO (methanol). Product: OC1=C(C(=O)OC)C=CC=C1C (Methyl 2-hydroxy-3-methylbenzoate). Isolated yield 84.0%. RXN SMILES: [OH:1][C:2]1[C:10]([CH3:11])=[CH:9][CH:8]=[CH:7][C:3]=1[C:4]([OH:6])=[O:5].S(=O)(=O)(O)O.[C:17]([O-])(O)=O.[Na+]>CO>[OH:1][C:2]1[C:10]([CH3:11])=[CH:9][CH:8]=[CH:7][C:3]=1[C:4]([O:6][CH3:17])=[O:5] |f:2.3|. Reported procedure: 2-Hydroxy-3-methylbenzoic acid (24.9 g, 0.164 mol) was dissolved in methanol (200 mL), then sulfuric acid (1.75 mL, 32.8 mmol) was added thereto, and then the reaction mixture was refluxed for 7 days. After the reaction mixture was poured into saturated aqueous NaHCO3 solution (300 mL), methanol was removed under reduced pressure. The aqueous layer was extracted with ethyl acetate (500 mL), then the organic layer was washed with saturated aqueous NaHCO3 solution (200 mL) and saturated brine (100... Starting materials: COC(=O)c1cccc([N+](=O)[O-])c1NC(=O)C(F)(F)F, [H-], [Na+], CN(C)C=O. The product is COC(=O)c1cccc([N+](=O)[O-])c1N(C)C(=O)C(F)(F)F. Reaction SMILES: [CH3:3][O:4][C:5]([c:6]1[c:7]([NH:15][C:16]([C:17]([F:18])([F:19])[F:20])=[O:21])[c:8]([N+:12](=[O:13])[O-:14])[cH:9][cH:10][cH:11]1)=[O:22].[H-:2].[Na+:1].[O:23]=[CH:24][N:25]([CH3:26])[CH3:27]>>[CH3:3][O:4][C:5]([c:6]1[c:7]([N:15]([C:16]([C:17]([F:18])([F:19])[F:20])=[O:21])[CH3:24])[c:8]([N+:12](=[O:13])[O-:14])[cH:9][cH:10][cH:11]1)=[O:22].